Dataset: the Open Reaction Database (ORD), a public repository of structured organic reaction records. Task: describe an organic reaction: reactants, conditions, products, and yield The reactants are N1=C(C=NC=C1)C1=CC(=CS1)C=O (5-pyrazinyl-3-thiophenecarboxaldehyde), N1(N=CC=C1)C1=CC=C(C=O)C=C1 (4-(1H-pyrazol-1-yl)-benzaldehyde). The product is N1=C(C=NC=C1)C1=CC(=CS1)/C=C/C=O ((2E)-3-(5-pyrazinyl-3-thienyl)-2-propenal). RXN SMILES: [N:1]1[CH:6]=[CH:5][N:4]=[CH:3][C:2]=1[C:7]1[S:11][CH:10]=[C:9]([CH:12]=O)[CH:8]=1.N1(C2C=C[C:22]([CH:23]=[O:24])=CC=2)C=CC=N1>>[N:1]1[CH:6]=[CH:5][N:4]=[CH:3][C:2]=1[C:7]1[S:11][CH:10]=[C:9](/[CH:12]=[CH:22]/[CH:23]=[O:24])[CH:8]=1. Procedure: The title compound is prepared by a procedure analogous to Reference Example 30 by substituting 5-pyrazinyl-3-thiophenecarboxaldehyde (prepared as described in Reference Example 95) for the 4-(1H-pyrazol-1-yl)-benzaldehyde of Reference Example 30. MS 217 (M+H)+. Starting materials: N[C@@H](C(C)C)C(=O)O (valine), C(=O)OC(C)=O (acetic formic anhydride). The solvent is C(=O)O (formic acid). Run at time 8 hour. Yields the product C(=O)NC(C(=O)O)C(C)C (2-(N-formylamino)-3-methylbutanoic acid). RXN SMILES: [NH2:1][C@H:2]([C:6]([OH:8])=[O:7])[CH:3]([CH3:5])[CH3:4].[CH:9](OC(=O)C)=[O:10]>C(O)=O>[CH:9]([NH:1][CH:2]([CH:3]([CH3:5])[CH3:4])[C:6]([OH:8])=[O:7])=[O:10]. Procedure: To valine (15 g, 0.129 mol) in 88% formic acid (52 ml) is added acetic formic anhydride (33 g, 0.386 mol) over 0.75 hr at 5°. The reaction mixture is warmed to RT and stirred overnight. The reaction is worked up by distilling off (bath temp. 45°-50°) the solvent, excess anhydride and acetic acid, to give, as a white solid, 2-(N-formylamino)-3-methylbutanoic acid, recrystallized from hot ethanol, m.p. 143°-145°. Starting materials: C(C)(C)(C)OC(=O)N1CC(C1)N1N=CC(=C1)C=1C=CC=2N(N1)C(=CN2)CC=2C=C1C=CC=NC1=CC2F (3-{4-[3-(7-Fluoro-quinolin-6-ylmethyl)-imidazo[1,2-b]pyridazin-6-yl]-pyrazol-1-yl}-azetidine-1-carboxylic acid tert-butyl ester), Cl (HCl), O1CCOCC1 (dioxane), O1CCOCC1 (Dioxane). Run in CCOC(=O)C.C(=O)(O)[O-].[Na+] (EtOAc NaHCO3). Run at time 1 hour. Product: N1CC(C1)N1N=CC(=C1)C=1C=CC=2N(N1)C(=CN2)CC=2C=C1C=CC=NC1=CC2F (6-[6-(1-Azetidin-3-yl-1H-pyrazol-4-yl)-imidazo[1,2-b]pyridazin-3-ylmethyl]-7-fluoro-quinoline). RXN SMILES: O1CCOCC1.C(OC([N:14]1[CH2:17][CH:16]([N:18]2[CH:22]=[C:21]([C:23]3[CH:24]=[CH:25][C:26]4[N:27]([C:29]([CH2:32][C:33]5[CH:34]=[C:35]6[C:40](=[CH:41][C:42]=5[F:43])[N:39]=[CH:38][CH:37]=[CH:36]6)=[CH:30][N:31]=4)[N:28]=3)[CH:20]=[N:19]2)[CH2:15]1)=O)(C)(C)C.Cl>CCOC(C)=O.C([O-])(O)=O.[Na+]>[NH:14]1[CH2:15][CH:16]([N:18]2[CH:22]=[C:21]([C:23]3[CH:24]=[CH:25][C:26]4[N:27]([C:29]([CH2:32][C:33]5[CH:34]=[C:35]6[C:40](=[CH:41][C:42]=5[F:43])[N:39]=[CH:38][CH:37]=[CH:36]6)=[CH:30][N:31]=4)[N:28]=3)[CH:20]=[N:19]2)[CH2:17]1 |f:3.4.5|. Reported procedure: Dioxane (5 mL) was charged in a flask. 3-{4-[3-(7-Fluoro-quinolin-6-ylmethyl)-imidazo[1,2-b]pyridazin-6-yl]-pyrazol-1-yl}-azetidine-1-carboxylic acid tert-butyl ester (Stage 146.2, 100 mg, 0.200 mmol) and HCl in dioxane (4 M solution, 500 μL, 2.002 mmol) were then added and the mixture was stirred at rt for 1 h. The RM was diluted with EtOAc/NaHCO3. The organic layer was separated and washed with brine (2×) then dried over Na2SO4, filtered and concentrated. The residue was purified by flash chro... Starting materials: [Li]CCCC (n-BuLi), BrC1=C(C=CC(=C1)F)SC ((2-bromo-4-fluorophenyl)(methyl)sulfane), B(OC(C)C)(OC(C)C)OC(C)C (triisopropyl borate). Solvent: C1CCOC1 (THF). Reaction conditions: temperature -78 celsius, time 2 minute. Product: FC=1C=CC(=C(C1)B(O)O)SC (5-fluoro-2-(methylthio)phenylboronic acid). RXN SMILES: Br[C:2]1[CH:7]=[C:6]([F:8])[CH:5]=[CH:4][C:3]=1[S:9][CH3:10].[Li]CCCC.[B:16](OC(C)C)([O:21]C(C)C)[O:17]C(C)C>C1COCC1>[F:8][C:6]1[CH:5]=[CH:4][C:3]([S:9][CH3:10])=[C:2]([B:16]([OH:21])[OH:17])[CH:7]=1. Reported procedure: The (2-bromo-4-fluorophenyl)(methyl)sulfane (700 mg, 3.17 mmol) was dissolved in THF (5 mL) and cooled to −78° C. To the cooled solution was added n-BuLi (2.18 mL, 3.48 mmol) dropwise. The reaction was stirred for 2 min at −78° C. then the triisopropyl borate (0.804 mL, 3.48 mmol) was added dropwise and the reaction mixture was allowed to warm to 0° C. over a period of approximately 90 min. The reaction was quenched by addition of 1N HCl solution and was stirred for 5 min. The mixture was then e... The product is COc2ccc(c1ccc(F)cc1)cc2. Starting materials: COc1ccc(B(O)O)cc1 (effective_coupling_partner), COc2nc(OC)nc(Oc1ccc(F)cc1)n2 (substrate). Conditions: temperature 110 celsius, time 24 hour. The reagents and catalysts are dppf.